Dataset: the Open Reaction Database (ORD), a public repository of structured organic reaction records. Task: describe an organic reaction: reactants, conditions, products, and yield The reactants are ClC1=CC=C(C=C1)C(OC1CCN(CC1)CCCC(=O)N)C1=NC=CC=C1 (4-[4-[(4-chlorophenyl)-2-pyridylmethoxy]-1-piperidyl]butanamide), C(\C=C/C(=O)O)(=O)O (maleic acid). The solvent is C(C)O (ethanol). Product: C(\C=C/C(=O)O)(=O)O.ClC1=CC=C(C=C1)C(OC1CCN(CC1)CCCC(=O)N)C1=NC=CC=C1 (4-[4-[(4-chlorophenyl)-2-pyridylmethoxy]-1-piperidyl]butanamide maleate). Isolated yield 70.9%. RXN SMILES: [Cl:1][C:2]1[CH:7]=[CH:6][C:5]([CH:8]([C:22]2[CH:27]=[CH:26][CH:25]=[CH:24][N:23]=2)[O:9][CH:10]2[CH2:15][CH2:14][N:13]([CH2:16][CH2:17][CH2:18][C:19]([NH2:21])=[O:20])[CH2:12][CH2:11]2)=[CH:4][CH:3]=1.[C:28]([OH:35])(=[O:34])/[CH:29]=[CH:30]\[C:31]([OH:33])=[O:32]>C(O)C>[C:28]([OH:35])(=[O:34])/[CH:29]=[CH:30]\[C:31]([OH:33])=[O:32].[Cl:1][C:2]1[CH:3]=[CH:4][C:5]([CH:8]([C:22]2[CH:27]=[CH:26][CH:25]=[CH:24][N:23]=2)[O:9][CH:10]2[CH2:15][CH2:14][N:13]([CH2:16][CH2:17][CH2:18][C:19]([NH2:21])=[O:20])[CH2:12][CH2:11]2)=[CH:6][CH:7]=1 |f:3.4|. Procedure details: 0.38 g (0.98 mmol) of the amide obtained in Example 29 was dissolved in 3 ml of ethanol, and 0.11 g (0.98 mmol) of maleic acid was added. The precipitated white crystals were recrystallized from ethyl acetate to give 0.35 g (71%) of 4-[4-[(4-chlorophenyl)-2-pyridylmethoxy]-1-piperidyl]butanamide maleate. Starting materials: ClC1=C(C#N)C=CC(=C1)F (2-chloro-4-fluorobenzonitrile), lithium di-t-butyl(2,2,6,6-tetramethylpiperidino)zinncate, [O-]S(=O)(=S)[O-].[Na+].[Na+] (Na2S2O3), [NH4+].[Cl-] (NH4Cl), II (Iodine). Run in C1CCOC1 (THF), C1CCOC1 (THF). Run at temperature 0 celsius, time 3.5 hour. Yields the product ClC1=C(C#N)C=CC(=C1I)F (2-chloro-4-fluoro-3-iodobenzonitrile). Isolated yield 20.0%. Reaction SMILES: [Cl:1][C:2]1[CH:9]=[C:8]([F:10])[CH:7]=[CH:6][C:3]=1[C:4]#[N:5].[I:11]I.[O-]S([O-])(=S)=O.[Na+].[Na+].[NH4+].[Cl-]>C1COCC1>[Cl:1][C:2]1[C:9]([I:11])=[C:8]([F:10])[CH:7]=[CH:6][C:3]=1[C:4]#[N:5] |f:2.3.4,5.6|. Procedure: Adapting a protocol by Uchiyama et al (J. Am. Chem. Soc., 2002, 124, 8514-8515), which reference is incorporated herein by reference in its entirety, 2-chloro-4-fluorobenzonitrile (311 mg, 2.0 mmol) in dry THF (1.0 mL) was added dropwise to lithium di-t-butyl(2,2,6,6-tetramethylpiperidino)zinncate (4.0 mmol in 10 mL THF, Uchiyama et al J. Am. Chem. Soc., 1999, 121, 3539-3540, which is incorporated herein by reference in its entirety) at 0° C. and stirred at 0° C. for 3.5 h. Iodine (5.08 g, 20.0 ... Starting materials: NC1=NC(=CC=C1N)C (2,3-diamino-6-methyl pyridine), C(CO)(=O)O (glycolic acid), S(=O)(Cl)Cl (thionyl chloride). Run in C(Cl)(Cl)Cl (chloroform). The product is Cl.ClCC1=NC=2C(=NC(=CC2)C)N1 (2-chloromethyl-5-methyl-3H-imidazo[4,5-b]pyridine hydrochloride). Reaction SMILES: [NH2:1][C:2]1[C:7]([NH2:8])=[CH:6][CH:5]=[C:4]([CH3:9])[N:3]=1.[C:10](O)(=O)[CH2:11]O.S(Cl)([Cl:17])=O>C(Cl)(Cl)Cl>[ClH:17].[Cl:17][CH2:11][C:10]1[NH:1][C:2]2=[N:3][C:4]([CH3:9])=[CH:5][CH:6]=[C:7]2[N:8]=1 |f:4.5|. Procedure details: In accordance with scheme 4, a corresponding 2,3-diamino-6-methyl pyridine (R5=methyl, XV) and glycolic acid were heated at 150° C. for about 1 h. The residue was suspended in chloroform and treated with thionyl chloride for about 4 h. After workup 2-chloromethyl-5-methyl-3H-imidazo[4,5-b]pyridine hydrochloride (XVII) was obtained. Reactants: C(C)(=O)O[C@@H]1[C@H](O[C@@H]([C@H]([C@@H]1OC(C)=O)OC(C)=O)COC(C)=O)O[C@@H]1[C@@H]([C@H](O[C@@H]([C@H]1OC(C)=O)COC(C)=O)O[C@@H]1[C@@H]([C@H](O[C@@H]([C@H]1OC(C)=O)COC(C)=O)O[C@@H]1[C@@H]([C@H](O[C@@H]([C@H]1OC(C)=O)COC(C)=O)O[C@@H]1[C@@H](OCCCCCCCCCCCCN=[N+]=[N-])O[C@@H]([C@H]([C@@H]1OC(C)=O)OC(C)=O)COC(C)=O)OC(C)=O)OC(C)=O)OC(C)=O (12-Azidododecyl 2,3,4,6-tetra-O-acetyl-α-D-mannopyranosyl-(1→3)-2,4,6-tri-O-acetyl-α-D-mannopyranosyl-(1→3)-2,4,6-tri-O-acetyl-α-D-mannopyranosyl-(1→3)-2,4,6-tri-O-acetyl-α-D-mannopyranosyl-(1→2)-3,4,6-tri-O-acetyl-α-D-mannopyranoside), C(#C)C1=CC=CC2=CC=CC=C12 (1-ethynylnaphthalene), O=C1C(O)=C([O-])[C@H](O1)[C@@H](O)CO.[Na+] (sodium ascorbate). The reagents and catalysts are S(=O)(=O)([O-])[O-].[Cu+2] (copper sulfate). Run in C(C)(C)(C)O (t-butanol). Reaction conditions: time 11 day. Product: C(C)(=O)O[C@@H]1[C@H](O[C@@H]([C@H]([C@@H]1OC(C)=O)OC(C)=O)COC(C)=O)O[C@@H]1[C@@H]([C@H](O[C@@H]([C@H]1OC(C)=O)COC(C)=O)O[C@@H]1[C@@H]([C@H](O[C@@H]([C@H]1OC(C)=O)COC(C)=O)O[C@@H]1[C@@H]([C@H](O[C@@H]([C@H]1OC(C)=O)COC(C)=O)O[C@@H]1[C@@H](OCCCCCCCCCCCCN2N=NC(=C2)C2=CC=CC3=CC=CC=C23)O[C@@H]([C@H]([C@@H]1OC(C)=O)OC(C)=O)COC(C)=O)OC(C)=O)OC(C)=O)OC(C)=O (12-(4-Naphthalen-1-yl-[1,2,3]triazol-1-yl)dodecyl 2,3,4,6-tetra-O-acetyl-α-D-mannopyranosyl-(1→3)-2,4,6-tri-O-acetyl-α-D-mannopyranosyl-(1→3)-2,4,6-tri-O-acetyl-α-D-mannopyranosyl-(1→3)-2,4,6-tri-O-acetyl-α-D-mannopyranosyl-(1→2)-3,4,6-tri-O-acetyl-α-D-mannopyranoside). Yield: 25.8%. As a reaction SMILES: [C:1]([O:4][C@H:5]1[C@@H:10]([O:11][C:12](=[O:14])[CH3:13])[C@H:9]([O:15][C:16](=[O:18])[CH3:17])[C@@H:8]([CH2:19][O:20][C:21](=[O:23])[CH3:22])[O:7][C@@H:6]1[O:24][C@H:25]1[C@H:30]([O:31][C:32](=[O:34])[CH3:33])[C@@H:29]([CH2:35][O:36][C:37](=[O:39])[CH3:38])[O:28][C@H:27]([O:40][C@H:41]2[C@H:46]([O:47][C:48](=[O:50])[CH3:49])[C@@H:45]([CH2:51][O:52][C:53](=[O:55])[CH3:54])[O:44][C@H:43]([O:56][C@H:57]3[C@H:62]([O:63][C:64](=[O:66])[CH3:65])[C@@H:61]([CH2:67][O:68][C:69](=[O:71])[CH3:70])[O:60][C@H:59]([O:72][C@H:73]4[C@@H:94]([O:95][C:96](=[O:98])[CH3:97])[C@H:93]([O:99][C:100](=[O:102])[CH3:101])[C@@H:92]([CH2:103][O:104][C:105](=[O:107])[CH3:106])[O:91][C@@H:74]4[O:75][CH2:76][CH2:77][CH2:78][CH2:79][CH2:80][CH2:81][CH2:82][CH2:83][CH2:84][CH2:85][CH2:86][CH2:87][N:88]=[N+:89]=[N-:90])[C@H:58]3[O:108][C:109](=[O:111])[CH3:110])[C@H:42]2[O:112][C:113](=[O:115])[CH3:114])[C@H:26]1[O:116][C:117](=[O:119])[CH3:118])(=[O:3])[CH3:2].[C:120]([C:122]1[C:131]2[C:126](=[CH:127][CH:128]=[CH:129][CH:130]=2)[CH:125]=[CH:124][CH:123]=1)#[CH:121].O=C1O[C@H]([C@H](CO)O)C([O-])=C1O.[Na+]>S([O-])([O-])(=O)=O.[Cu+2].C(O)(C)(C)C>[C:1]([O:4][C@H:5]1[C@@H:10]([O:11][C:12](=[O:14])[CH3:13])[C@H:9]([O:15][C:16](=[O:18])[CH3:17])[C@@H:8]([CH2:19][O:20][C:21](=[O:23])[CH3:22])[O:7][C@@H:6]1[O:24][C@H:25]1[C@H:30]([O:31][C:32](=[O:34])[CH3:33])[C@@H:29]([CH2:35][O:36][C:37](=[O:39])[CH3:38])[O:28][C@H:27]([O:40][C@H:41]2[C@H:46]([O:47][C:48](=[O:50])[CH3:49])[C@@H:45]([CH2:51][O:52][C:53](=[O:55])[CH3:54])[O:44][C@H:43]([O:56][C@H:57]3[C@H:62]([O:63][C:64](=[O:66])[CH3:65])[C@@H:61]([CH2:67][O:68][C:69](=[O:71])[CH3:70])[O:60][C@H:59]([O:72][C@H:73]4[C@@H:94]([O:95][C:96](=[O:98])[CH3:97])[C@H:93]([O:99][C:100](=[O:102])[CH3:101])[C@@H:92]([CH2:103][O:104][C:105](=[O:107])[CH3:106])[O:91][C@@H:74]4[O:75][CH2:76][CH2:77][CH2:78][CH2:79][CH2:80][CH2:81][CH2:82][CH2:83][CH2:84][CH2:85][CH2:86][CH2:87][N:88]4[CH:121]=[C:120]([C:122]5[C:131]6[C:126](=[CH:127][CH:128]=[CH:129][CH:130]=6)[CH:125]=[CH:124][CH:123]=5)[N:90]=[N:89]4)[C@H:58]3[O:108][C:109](=[O:111])[CH3:110])[C@H:42]2[O:112][C:113](=[O:115])[CH3:114])[C@H:26]1[O:116][C:117](=[O:119])[CH3:118])(=[O:3])[CH3:2] |f:2.3,4.5|. Reported procedure: In a 1 mL HPLC sample vial was loaded the azide 5 (86 mg, 50.3 μmol), t-butanol (100 μL, 0.4 M), 1-ethynylnaphthalene (83 μmol, 2 eq), copper sulfate solution (0.3 M in water, 14 μL, 4.2 μmol, 10 mol %) and sodium ascorbate solution (1 M in water, 12.4 μL, 12.4 μmol, 30 mol %) in that order. The mixture was stirred at room temperature for 11 days. The mixture was then evaporated onto silica gel and purified by flash column chromatography (1×18 cm, gradient elution with hexane-ethyl acetate 6:1, ... Starting materials: COC=1C=C2C(C(=NNC2=CC1OC)S(=O)C)=O (6,7-dimethoxy-3-(methylsulfinyl)-4(1H)-cinnolinone), [OH-].[Na+] (NaOH), COS(=O)(=O)OC ((CH3)2SO4), COS(=O)(=O)OC ((CH3)2SO4). Run in 1. Yields the product COC=1C=C2C(C(=NN(C2=CC1OC)C)S(=O)C)=O (6,7-Dimethoxy-1-methyl-3-(methylsulfinyl)-4(1H)-cinnolinone). RXN SMILES: [CH3:1][O:2][C:3]1[CH:4]=[C:5]2[C:10](=[CH:11][C:12]=1[O:13][CH3:14])[NH:9][N:8]=[C:7]([S:15]([CH3:17])=[O:16])[C:6]2=[O:18].[OH-].[Na+].[CH3:21]OS(OC)(=O)=O>>[CH3:1][O:2][C:3]1[CH:4]=[C:5]2[C:10](=[CH:11][C:12]=1[O:13][CH3:14])[N:9]([CH3:21])[N:8]=[C:7]([S:15]([CH3:17])=[O:16])[C:6]2=[O:18] |f:1.2|. Procedure details: A solution of 10 g of 6,7-dimethoxy-3-(methylsulfinyl)-4(1H)-cinnolinone in 148 ml of 1 normal NaOH was treated with 14 g of (CH3)2SO4 with stirring. As the (CH3)2SO4 dissolved, the temperature rose to ca. 35° and a pasty precipitate formed. The mixture was stirred for 45 minutes and the precipitate was filtered off, washed with cold H2O and recrystallized from CH3CN, mp. 262°-64°; yield 6 g (57%). RXN SMILES: O.[C:2](=[O:5])([O-:4])[O-:3].[Na+:6].[Na+].[S:8]([O-:12])([O-:11])(=[O:10])=[O:9].[Ca+2:13]>[Cl-].[Na+].O>[S:8]([O-:12])([O-:11])(=[O:10])=[O:9].[Na+:6].[Na+:6].[C:2](=[O:3])([O-:5])[O-:4].[Ca+2:13] |f:1.2.3,4.5,6.7.8,9.10.11,12.13|. Run in [Cl-].[Na+].O (brine). Product: S(=O)(=O)([O-])[O-].[Na+].[Na+] (sodium sulfate), C([O-])([O-])=O.[Ca+2] (calcium carb onate). Reported procedure: In the preferred embodiment outlined in the drawings, the saline water feed solution 10, a desalination plant by-product brine solution containing about 6% dissolved salts, is withdrawn from feed storage trank 10 and charged to mixer-settler reactor 12. A sodium carbonate (soda ash) aqueous solution 13 is introduced into reactor 12. As will be explained below, this carbonate solution may be produced at another step in the process and recycled to reactor 12. The sodium carbonate solution 13 react... Starting materials: C([O-])([O-])=O.[Na+].[Na+] (sodium carbonate), S(=O)(=O)([O-])[O-].[Ca+2] (calcium sulfate), O (water), solution 10. Reactants: IV, C(C)(=O)[O-].[Na+] (sodium acetate), CC1CC(NC(N1)=O)=O (6-methyl-5,6-dihydrouracil), C=C=O (ketene). The solvent is C(C)(=O)OCC (ethyl acetate). The product is C(C)(=O)N1C(=O)N(C(=O)CC1C)C(C)=O (1,3-diacetyl-6-methyl-5,6-dihydrouracil). Reaction SMILES: [CH3:1][CH:2]1[NH:7][C:6](=[O:8])[NH:5][C:4](=[O:9])[CH2:3]1.[CH2:10]=[C:11]=[O:12].[C:13]([O-])(=[O:15])[CH3:14].[Na+]>C(OCC)(=O)C>[C:11]([N:7]1[CH:2]([CH3:1])[CH2:3][C:4](=[O:9])[N:5]([C:13](=[O:15])[CH3:14])[C:6]1=[O:8])(=[O:12])[CH3:10] |f:2.3|. Procedure: In the manner described in IV above, 16.9 gm (0.13 mol) of 6-methyl-5,6-dihydrouracil were reacted with ketene in boiling ethyl acetate in the presence of sodium acetate. The product was recrystallized from a mixture of benzine (b.p. 70° C. to 95° C.) and isopropanol in the volume ratio of 1:1. The melting point was 84° C. to 86° C., and the elementary analysis resulted in the following values: Starting materials: BrBr (bromine), NC=1C=C(C=CC1)C(F)(F)F (m-aminobenzotrifluoride), Br (hydrogen bromide). Reagents/catalysts: [Fe] (iron). Run at time 2 hour. The product is BrC1=C(C=C(C=C1)C(F)(F)F)N (4-bromo-3-aminobenzotrifluoride). As a reaction SMILES: [NH2:1][C:2]1[CH:3]=[C:4]([C:8]([F:11])([F:10])[F:9])[CH:5]=[CH:6][CH:7]=1.[Br:12]Br.Br>[Fe]>[Br:12][C:7]1[CH:6]=[CH:5][C:4]([C:8]([F:9])([F:10])[F:11])=[CH:3][C:2]=1[NH2:1]. Procedure details: To 161.0 g of m-aminobenzotrifluoride and 10.0 g of iron filings is added, dropwise, with agitation at 35°-40°, 160.0 g of bromine, using a slow stream of nitrogen to sweep out the evolved hydrogen bromide. Subsequently, the mixture is agitated for an additional 2 hours and then distilled in vacuo to give 4-bromo-3-aminobenzotrifluoride. RXN SMILES: [K+:39].[K+:40].[NH2:1][c:2]1[c:3](=[O:14])[c:4](=[O:13])[c:5]1[NH:6][c:7]1[n:8][cH:9][cH:10][n:11][cH:12]1.[O-:41][C:42]([O-:43])=[O:44].[n:15]1([CH:24]([C:25]([CH3:26])([CH3:27])[CH3:28])[NH:29][C:30]([c:31]2[cH:32][c:33]([Cl:37])[cH:34][cH:35][cH:36]2)=[O:38])[c:16]2[cH:17][cH:18][cH:19][cH:20][c:21]2[n:22][n:23]1>>[NH:1]([c:2]1[c:3](=[O:14])[c:4](=[O:13])[c:5]1[NH:6][c:7]1[n:8][cH:9][cH:10][n:11][cH:12]1)[CH:24]([C:25]([CH3:26])([CH3:27])[CH3:28])[NH:29][C:30]([c:31]1[cH:32][c:33]([Cl:37])[cH:34][cH:35][cH:36]1)=[O:38]. Starting materials: [K+], [K+], Nc1c(Nc2cnccn2)c(=O)c1=O, O=C([O-])[O-], CC(C)(C)C(NC(=O)c1cccc(Cl)c1)n1nnc2ccccc21. The product is CC(C)(C)C(NC(=O)c1cccc(Cl)c1)Nc1c(Nc2cnccn2)c(=O)c1=O. Reactants: CCCCCCCN(CC)CC(O)c1ccc(NS(C)(=O)=O)cc1, CCBr, CC#N, ClCCl, [NH4+], [OH-]. As a reaction SMILES: [CH2:1]([CH3:2])[N:3]([CH2:4][CH:5]([OH:6])[c:7]1[cH:8][cH:9][c:10]([NH:13][S:14](=[O:15])(=[O:16])[CH3:17])[cH:11][cH:12]1)[CH2:18][CH2:19][CH2:20][CH2:21][CH2:22][CH2:23][CH3:24].[CH2:25]([CH3:26])[Br:27].[CH3:33][C:34]#[N:35].[Cl:30][CH2:31][Cl:32].[NH4+:29].[OH-:28]>>[Br-:27].[CH2:1]([CH3:2])[N+:3]([CH2:4][CH:5]([OH:6])[c:7]1[cH:8][cH:9][c:10]([NH:13][S:14](=[O:15])(=[O:16])[CH3:17])[cH:11][cH:12]1)([CH2:18][CH2:19][CH2:20][CH2:21][CH2:22][CH2:23][CH3:24])[CH2:25][CH3:26]. Product: [Br-], CCCCCCC[N+](CC)(CC)CC(O)c1ccc(NS(C)(=O)=O)cc1.